From a dataset of the Open Reaction Database (ORD), a public repository of structured organic reaction records. describe an organic reaction: reactants, conditions, products, and yield The reactants are C=1C=C[NH+]=CC1.[O-][Cr](=O)(=O)Cl (PCC), OCC1=CC(=C(C=C1)NC(OC(C)(C)C)=O)OC (tert-butyl 4-(hydroxymethyl)-2-methoxyphenylcarbamate). Run in ClCCl (dichloromethane), ClCCl (dichloromethane). Conditions: time 20 minute. Product: C(=O)C1=CC(=C(C=C1)NC(OC(C)(C)C)=O)OC (tert-butyl 4-formyl-2-methoxyphenylcarbamate). Reaction SMILES: C1C=C[NH+]=CC=1.[O-][Cr](Cl)(=O)=O.[OH:12][CH2:13][C:14]1[CH:19]=[CH:18][C:17]([NH:20][C:21](=[O:27])[O:22][C:23]([CH3:26])([CH3:25])[CH3:24])=[C:16]([O:28][CH3:29])[CH:15]=1>ClCCl>[CH:13]([C:14]1[CH:19]=[CH:18][C:17]([NH:20][C:21](=[O:27])[O:22][C:23]([CH3:24])([CH3:25])[CH3:26])=[C:16]([O:28][CH3:29])[CH:15]=1)=[O:12] |f:0.1|. Procedure details: To a stirred suspension of finely ground PCC (80 mg, 0.56 mmol) and Celite (80 mg) in dry dichloromethane (2 ml) at room temperature was added drop wise a solution of the alcohol 8 (92.9 mg, 0.37 mmol) in dichloromethane (1 ml followed by 0.7 ml rinse). The mixture was stirred in the dark for 20 minutes. The reaction mixture was adsorbed on silica gel and purified by normal phase MPLC, eluting with hexanes/ethyl acetate 20-40% gradient. GC-MS EI+: m/z 251 (M+); LC-MS ESI+: m/z 252 (M+H+). Yield:... The reactants are COC1=CC=C(C=C1)P1(SP(S1)(C1=CC=C(C=C1)OC)=S)=S (2,4-bis(4-methoxyphenyl)-1,3-dithia-2,4-diphosphetane-2,4-disulfide), [Si](C1=CC=CC=C1)(C1=CC=CC=C1)(C(C)(C)C)OC(C(=O)N)C (2-(tert-butyldiphenylsilyloxy)propanamide). Solvent: C1CCOC1 (THF). Conditions: temperature 60 celsius. Yields the product [Si](C1=CC=CC=C1)(C1=CC=CC=C1)(C(C)(C)C)OC(C(N)=S)C (2-(tert-butyldiphenylsilyloxy)propanethioamide). RXN SMILES: COC1C=CC(P2(=S)SP(=S)(C3C=CC(OC)=CC=3)[S:10]2)=CC=1.[Si:23]([O:40][CH:41]([CH3:45])[C:42]([NH2:44])=O)([C:36]([CH3:39])([CH3:38])[CH3:37])([C:30]1[CH:35]=[CH:34][CH:33]=[CH:32][CH:31]=1)[C:24]1[CH:29]=[CH:28][CH:27]=[CH:26][CH:25]=1>C1COCC1>[Si:23]([O:40][CH:41]([CH3:45])[C:42](=[S:10])[NH2:44])([C:36]([CH3:39])([CH3:38])[CH3:37])([C:30]1[CH:35]=[CH:34][CH:33]=[CH:32][CH:31]=1)[C:24]1[CH:29]=[CH:28][CH:27]=[CH:26][CH:25]=1. Procedure details: A flask containing 2,4-bis(4-methoxyphenyl)-1,3-dithia-2,4-diphosphetane-2,4-disulfide (387 mg, 0.957 mmol) was put under nitrogen atmosphere. 2-(tert-butyldiphenylsilyloxy)propanamide (622 mg, 1.899 mmol) dissolved in dry THF (10 ml) was added, temperature was raised to 60° C. and the mixture was allowed to react for 3 h. The solvent was evaporated and the product was extracted from DCM/water. The product was used in the next step without further purification. LC-MS: [M+1]=344.56.